Dataset: the Open Reaction Database (ORD), a public repository of structured organic reaction records. Task: describe an organic reaction: reactants, conditions, products, and yield The reactants are ice, Cl (hydrochloric acid), C(C)(C)(C)C1=CC=C(C(C(=O)O)=C1)O (5-tert-butyl-salicyclic acid), [Cl-].[Al+3].[Cl-].[Cl-] (aluminium chloride), C(C)(=O)Cl (acetyl chloride). The solvent is C(Cl)(Cl)Cl (chloroform), C(=S)=S (carbon disulphide). Conditions: time 20 hour. Yields the product C(C)(=O)C1=C(C(C(=O)O)=CC(=C1)C(C)(C)C)O (3-acetyl-5-tert-butylsalicylic acid). The yield is 48.7%. As a reaction SMILES: [C:1]([C:5]1[CH:13]=[C:9]([C:10]([OH:12])=[O:11])[C:8]([OH:14])=[CH:7][CH:6]=1)([CH3:4])([CH3:3])[CH3:2].[Cl-].[Al+3].[Cl-].[Cl-].[C:19](Cl)(=[O:21])[CH3:20].Cl>C(=S)=S.C(Cl)(Cl)Cl>[C:19]([C:7]1[CH:6]=[C:5]([C:1]([CH3:4])([CH3:2])[CH3:3])[CH:13]=[C:9]([C:10]([OH:12])=[O:11])[C:8]=1[OH:14])(=[O:21])[CH3:20] |f:1.2.3.4|. Reported procedure: A vigorously stirred solution of 5-tert-butyl-salicyclic acid (3.88 g) in carbon disulphide (80 ml) was treated portionwise with anhydrous aluminium chloride (8.8 g). The mixture was brought cautiously to the reflux temperature and treated with acetyl chloride (3.45 g) dropwise during 15 minutes. The mixture was heated at reflux with vigorous stirring for 20 hours and then the mixture was added to a mixture of chloroform (80 ml), ice (100 g) and concentrated hydrochloric acid (20 ml), and stirre...